This data is from the Open Reaction Database (ORD), a public repository of structured organic reaction records. The task is: describe an organic reaction: reactants, conditions, products, and yield Starting materials: COC(=O)N[C@H](C(=O)O)C(C)(C)C ((2S)-2-[(methoxycarbonyl)amino]-3,3-dimethylbutanoic acid), CCOP(=O)(OCC)ON1C(=O)C2=C(C=CC=C2)N=N1 (DEPBT), C(C)(C)N(C(C)C)CC (N,N-diisopropylethylamine), N[C@H]([C@H](C[C@H](CC1=CC=CC=C1)NC(OC(C)(C)C)=O)O)CC1=CC=C(C=C1)C1=NC=CC=C1 (tert-butyl(1S,3S,4S)-4-amino-1-benzyl-3-hydroxy-5-[4-(2-pyridinyl)phenyl]pentylcarbamate). Run in C1CCOC1 (THF). Run at temperature 25 celsius, time 1 hour. Product: C(C1=CC=CC=C1)[C@@H](C[C@@H]([C@H](CC1=CC=C(C=C1)C1=NC=CC=C1)NC([C@H](C(C)(C)C)NC(=O)OC)=O)O)NC(OC(C)(C)C)=O (tert-butyl(1S,3S,4S)-1-benzyl-3-hydroxy-4-({(2S)-2-[(methoxycarbonyl)amino]-3,3-dimethylbutanoyl}amino)-5-[4-(2-pyridinyl)phenyl]pentylcarbamate). Yield: 56.6%. RXN SMILES: [NH2:1][C@@H:2]([CH2:22][C:23]1[CH:28]=[CH:27][C:26]([C:29]2[CH:34]=[CH:33][CH:32]=[CH:31][N:30]=2)=[CH:25][CH:24]=1)[C@@H:3]([OH:21])[CH2:4][C@@H:5]([NH:13][C:14](=[O:20])[O:15][C:16]([CH3:19])([CH3:18])[CH3:17])[CH2:6][C:7]1[CH:12]=[CH:11][CH:10]=[CH:9][CH:8]=1.[CH3:35][O:36][C:37]([NH:39][C@@H:40]([C:44]([CH3:47])([CH3:46])[CH3:45])[C:41](O)=[O:42])=[O:38].CCOP(ON1N=NC2C=CC=CC=2C1=O)(OCC)=O.C(N(CC)C(C)C)(C)C>C1COCC1>[CH2:6]([C@H:5]([NH:13][C:14](=[O:20])[O:15][C:16]([CH3:17])([CH3:18])[CH3:19])[CH2:4][C@H:3]([OH:21])[C@@H:2]([NH:1][C:41](=[O:42])[C@@H:40]([NH:39][C:37]([O:36][CH3:35])=[O:38])[C:44]([CH3:47])([CH3:46])[CH3:45])[CH2:22][C:23]1[CH:28]=[CH:27][C:26]([C:29]2[CH:34]=[CH:33][CH:32]=[CH:31][N:30]=2)=[CH:25][CH:24]=1)[C:7]1[CH:8]=[CH:9][CH:10]=[CH:11][CH:12]=1. Procedure: A solution containing the product from Example 23Q (0.442 g, 0.95 mmol) in THF (10 mL) was treated with the product from Example 1F (0.20 g, 1.06 mmol), DEPBT (0.45 g, 1.50 mmol), and N,N-diisopropylethylamine (0.85 mL, 4.88 mmol), stirred at 25° C. for 1 hour, and partitioned between ethyl acetate and 10% Na2CO3 solution. The organic phase was washed with additional 10% Na2CO3 solution and brine, dried over MgSO4, filtered and concentrated. The residue was chromatographed on silica gel eluting ... The reactants are C1COCCO1, Cc1c(Cl)cccc1S(=O)(=O)N1CCCC(NC(=O)C2CCCN(C(=O)OC(C)(C)C)C2)C1, Cl. The product is CC(=O)N1CCCC(C(=O)NC2CCCN(S(=O)(=O)c3cccc(Cl)c3C)C2)C1. As a reaction SMILES: [CH2:35]1[O:36][CH2:37][CH2:38][O:39][CH2:40]1.[Cl:1][c:2]1[c:3]([CH3:33])[c:4]([S:8](=[O:9])(=[O:10])[N:11]2[CH2:12][CH:13]([NH:17][C:18](=[O:19])[CH:20]3[CH2:21][N:22]([C:26](=[O:27])[O:28][C:29]([CH3:30])([CH3:31])[CH3:32])[CH2:23][CH2:24][CH2:25]3)[CH2:14][CH2:15][CH2:16]2)[cH:5][cH:6][cH:7]1.[ClH:34]>>[Cl:1][c:2]1[c:3]([CH3:33])[c:4]([S:8](=[O:9])(=[O:10])[N:11]2[CH2:12][CH:13]([NH:17][C:18](=[O:19])[CH:20]3[CH2:21][N:22]([C:26](=[O:27])[CH3:35])[CH2:23][CH2:24][CH2:25]3)[CH2:14][CH2:15][CH2:16]2)[cH:5][cH:6][cH:7]1. Reactants: C1(=CC=CC2=CC=CC=C12)C=C(C(=O)O)CC(=O)O (2-(1-naphthylmethylene)succinic acid). Solvent: C(C)(=O)OC(C)=O (acetic anhydride). Conditions: temperature 60 celsius. Product: C1(=CC=CC2=CC=CC=C12)C=C1C(=O)OC(C1)=O (2-(1-naphthylmethylene)succinic anhydride). Yield: 70.2%. Reaction SMILES: [C:1]1([CH:11]=[C:12]([CH2:16][C:17]([OH:19])=[O:18])[C:13]([OH:15])=O)[C:10]2[C:5](=[CH:6][CH:7]=[CH:8][CH:9]=2)[CH:4]=[CH:3][CH:2]=1>C(OC(=O)C)(=O)C>[C:1]1([CH:11]=[C:12]2[CH2:16][C:17](=[O:18])[O:19][C:13]2=[O:15])[C:10]2[C:5](=[CH:6][CH:7]=[CH:8][CH:9]=2)[CH:4]=[CH:3][CH:2]=1. Procedure details: A mixture of 24.5 g of 2-(1-naphthylmethylene)succinic acid and 260 ml of acetic anhydride was heated at 60° C. for an hour, and then the reaction mixture was evaporated under reduced pressure. To the residue was added a mixture of benzene and hexane (1/1, by volume). The precipitated crystals were collected by filtration to obtain 16.0 g of 2-(1-naphthylmethylene)succinic anhydride as orange-yellow crystals. The reactants are O (water), [H-].[Na+] (sodium hydride), ClC1=C(C=CC=C1)C1C=2C(NC(=C1C#N)CBr)=NNC2 (4-(2-chlorophenyl)-5-cyano-6-bromomethyl-4,7-dihydro-2H-pyrazolo[3,4-b]pyridine), C1(=CC=CC2=CC=CC=C12)N1CCNCC1 (1-(naphthalen-1-yl)piperazine). Run in CN(C)C=O (DMF). Yields the product Cl.Cl.Cl.ClC1=C(C=CC=C1)C1C=2C(NC(=C1C#N)CN1CCN(CC1)C1=CC=CC3=CC=CC=C13)=NNC2 (4-(2-Chlorophenyl)-5-cyano-4,7-dihydro-6-[4-(naphthalen-1-yl)piperazin-1-yl]methyl-2H-pyrazolo[3,4-b]pyridine trihydrochloride). Isolated yield 175.3%. As a reaction SMILES: [H-].[Na+].[C:3]1([N:13]2[CH2:18][CH2:17][NH:16][CH2:15][CH2:14]2)[C:12]2[C:7](=[CH:8][CH:9]=[CH:10][CH:11]=2)[CH:6]=[CH:5][CH:4]=1.[Cl:19][C:20]1[CH:25]=[CH:24][CH:23]=[CH:22][C:21]=1[CH:26]1[C:31]([C:32]#[N:33])=[C:30]([CH2:34]Br)[NH:29][C:28]2=[N:36][NH:37][CH:38]=[C:27]12.O>CN(C=O)C>[ClH:19].[ClH:19].[ClH:19].[Cl:19][C:20]1[CH:25]=[CH:24][CH:23]=[CH:22][C:21]=1[CH:26]1[C:31]([C:32]#[N:33])=[C:30]([CH2:34][N:16]2[CH2:17][CH2:18][N:13]([C:3]3[C:12]4[C:7](=[CH:8][CH:9]=[CH:10][CH:11]=4)[CH:6]=[CH:5][CH:4]=3)[CH2:14][CH2:15]2)[NH:29][C:28]2=[N:36][NH:37][CH:38]=[C:27]12 |f:0.1,6.7.8.9|. Reported procedure: 4-(2-Chlorophenyl)-5-cyano-6-(t-butyldimethylsilyl-oxy)methyl-4,7-dihydro-2H-pyrazolo[3,4-b]pyridine was prepared from ethyl t-butyldimethylsilyloxyacetate, 2-chlorobenzaldehyde and 3-aminopyrazole in the same manner as in Example 1001. To a solution of 4-(2-chlorophenyl)-5-cyano-6-(t-butyldimethylsilyloxy)methyl-4,7-dihydro-2H-pyrazolo[3,4-b]pyridine (20 g) in tetrahydrofuran (200 mL) was added a THF solution (49.9 mL) of 1.0 M tetrabutylammonium fluoride and the mixture was stirred at room tem... Reactants: S1C(=CC=C1)COC1=C(CN(CC)C2=NC=C(C=C2)C(=O)OC)C=C(C=C1)Br (methyl 2-[N-(2-(2-thienylmethoxy)-5-bromobenzyl)-N-ethylamino]pyridine-5-carboxylate), [OH-].[Na+] (sodium hydroxide). The solvent is CO (methanol). Yields the product S1C(=CC=C1)COC1=C(CN(CC)C2=NC=C(C=C2)C(=O)O)C=C(C=C1)Br (2-[N-(2-(2-thienylmethoxy)-5-bromobenzyl)-N-ethylamino]pyridine-5-carboxylic acid). Yield: 79.7%. As a reaction SMILES: [S:1]1[CH:5]=[CH:4][CH:3]=[C:2]1[CH2:6][O:7][C:8]1[CH:27]=[CH:26][C:25]([Br:28])=[CH:24][C:9]=1[CH2:10][N:11]([C:14]1[CH:19]=[CH:18][C:17]([C:20]([O:22]C)=[O:21])=[CH:16][N:15]=1)[CH2:12][CH3:13].[OH-].[Na+]>CO>[S:1]1[CH:5]=[CH:4][CH:3]=[C:2]1[CH2:6][O:7][C:8]1[CH:27]=[CH:26][C:25]([Br:28])=[CH:24][C:9]=1[CH2:10][N:11]([C:14]1[CH:19]=[CH:18][C:17]([C:20]([OH:22])=[O:21])=[CH:16][N:15]=1)[CH2:12][CH3:13] |f:1.2|. Procedure: A solution of methyl 2-[N-(2-(2-thienylmethoxy)-5-bromobenzyl)-N-ethylamino]pyridine-5-carboxylate (0.53 g, 1.15 mmol) in methanol (25 mL) was treated with aqueous sodium hydroxide (2N, 5 mL). The reaction was heated to reflux for 9 hours. The reaction mixture was cooled and evaporated and residue was diluted with water and acidified with acetic acid. The off-white solid was filtered off to give 2-[N-(2-(2-thienylmethoxy)-5-bromobenzyl)-N-ethylamino]pyridine-5-carboxylic acid (0.41 g, 91%). Reactants: CC(=O)[O-], CC(=O)OC(C)=O, O=C(O)CCC(=O)Nc1ccc([N+](=O)[O-])c(C(F)(F)F)c1, [Na+]. Product: O=C1CCC(=O)N1c1ccc([N+](=O)[O-])c(C(F)(F)F)c1. RXN SMILES: [C:22]([O-:23])(=[O:24])[CH3:25].[CH3:27][C:28]([O:29][C:30](=[O:31])[CH3:32])=[O:33].[N+:1](=[O:2])([O-:3])[c:4]1[c:5]([C:18]([F:19])([F:20])[F:21])[cH:6][c:7]([NH:10][C:11]([CH2:12][CH2:13][C:14](=[O:15])[OH:16])=[O:17])[cH:8][cH:9]1.[Na+:26]>>[N+:1](=[O:2])([O-:3])[c:4]1[c:5]([C:18]([F:19])([F:20])[F:21])[cH:6][c:7]([N:10]2[C:11](=[O:17])[CH2:12][CH2:13][C:14]2=[O:16])[cH:8][cH:9]1.